This data is from the Open Reaction Database (ORD), a public repository of structured organic reaction records. The task is: describe an organic reaction: reactants, conditions, products, and yield The reactants are C(C)N1C(C(=C(C=C1)O)[N+](=O)[O-])=O (1-ethyl-4-hydroxy-3-nitro-1H-pyridine-2-one), O=P(Cl)(Cl)Cl (POCl3). The product is ClC1=C(C(N(C=C1)CC)=O)[N+](=O)[O-] (4-chloro-1-ethyl-3-nitro-1H-pyridin-2-one). Isolated yield 52.7%. As a reaction SMILES: [CH2:1]([N:3]1[CH:8]=[CH:7][C:6](O)=[C:5]([N+:10]([O-:12])=[O:11])[C:4]1=[O:13])[CH3:2].O=P(Cl)(Cl)[Cl:16]>>[Cl:16][C:6]1[CH:7]=[CH:8][N:3]([CH2:1][CH3:2])[C:4](=[O:13])[C:5]=1[N+:10]([O-:12])=[O:11]. Procedure details: A suspension of 1-ethyl-4-hydroxy-3-nitro-1H-pyridine-2-one (1.0 g, 5.43 mmol) in POCl3 (8.33 g, 54.3 mmol) was heated at refluxed for 1 h. After cooling to room temperature, the solvent was evaporated under reduced pressure and water was carefully added to the chilled residue. The mixture was neutralized with 2 N NaOH, extracted with CHCl3, washed with brine, dried over MgSO4 and concentrated under reduced pressure. The resulting solid was washed with Et2O to give 4-chloro-1-ethyl-3-nitro-1H-py... Reactants: C#CC(N)CC(=O)OCC, O=C(O)Cn1c(C2CC2)ccc(NCc2ccc3c(n2)NCCC3)c1=O. Product: C#CC(CC(=O)OCC)NC(=O)Cn1c(C2CC2)ccc(NCc2ccc3c(n2)NCCC3)c1=O. RXN SMILES: [CH2:27]([CH3:28])[O:29][C:30]([CH2:31][CH:32]([C:33]#[CH:34])[NH2:35])=[O:36].[CH:1]1([c:4]2[cH:5][cH:6][c:7]([NH:15][CH2:16][c:17]3[n:18][c:19]4[c:24]([cH:25][cH:26]3)[CH2:23][CH2:22][CH2:21][NH:20]4)[c:8](=[O:14])[n:9]2[CH2:10][C:11](=[O:12])[OH:13])[CH2:2][CH2:3]1>>[CH:1]1([c:4]2[cH:5][cH:6][c:7]([NH:15][CH2:16][c:17]3[n:18][c:19]4[c:24]([cH:25][cH:26]3)[CH2:23][CH2:22][CH2:21][NH:20]4)[c:8](=[O:14])[n:9]2[CH2:10][C:11](=[O:12])[NH:35][CH:32]([CH2:31][C:30]([O:29][CH2:27][CH3:28])=[O:36])[C:33]#[CH:34])[CH2:2][CH2:3]1. The reactants are CC#N, CN1CCCC1=O, O=C=NC(=O)c1cc(F)c(F)cc1Cl, COc1cc2c(=O)[nH]c(=O)[nH]c2cc1N. Product: COc1cc2c(=O)[nH]c(=O)[nH]c2cc1NC(=O)NC(=O)c1cc(F)c(F)cc1Cl. RXN SMILES: [CH3:30][C:31]#[N:32].[CH3:33][N:34]1[CH2:35][CH2:36][CH2:37][C:38]1=[O:39].[Cl:16][c:17]1[c:18]([C:19](=[O:20])[N:21]=[C:22]=[O:23])[cH:24][c:25]([F:29])[c:26]([F:28])[cH:27]1.[NH2:1][c:2]1[c:3]([O:14][CH3:15])[cH:4][c:5]2[c:6](=[O:13])[nH:7][c:8](=[O:12])[nH:9][c:10]2[cH:11]1>>[NH:1]([c:2]1[c:3]([O:14][CH3:15])[cH:4][c:5]2[c:6](=[O:13])[nH:7][c:8](=[O:12])[nH:9][c:10]2[cH:11]1)[C:22]([NH:21][C:19]([c:18]1[c:17]([Cl:16])[cH:27][c:26]([F:28])[c:25]([F:29])[cH:24]1)=[O:20])=[O:23]. Conditions: temperature 25 celsius, time 10 minute. The solvent is CO (methanol), C1CCOC1 (THF). The product is O1C(OCCC1)C1=CC(=C(C=C1)C=1SC2=NC(=CC=C2N1)C(O)C1=CC=CC=C1)F ((2-(4-(1,3-dioxan-2-yl)-2-fluorophenyl)thiazolo[5,4-b]pyridine-5-yl)(phenyl)methanol). Procedure details: To a suspension of (2-(4-(1,3-dioxan-2-yl)-2-fluorophenyl)thiazolo[5,4-b]pyridine-5-yl)(phenyl)methanone (718.0 mg, 1708 μmol) in methanol (12.0 mL) and THF (4.8 mL) was added sodium borohydride (64.6 mg, 1708 μmol), and the resulting solution was stirred at 25° C. for 10 min. Saturated aqueous NH4Cl (10 mL) was then added, and MeOH and THF were removed in vacuo. The resulting suspension was partitioned between ethyl acetate and water). The organic layer was separated and washed with brine, and ... The reactants are O1C(OCCC1)C1=CC(=C(C=C1)C=1SC2=NC(=CC=C2N1)C(=O)C1=CC=CC=C1)F ((2-(4-(1,3-dioxan-2-yl)-2-fluorophenyl)thiazolo[5,4-b]pyridine-5-yl)(phenyl)methanone), [NH4+].[Cl-] (NH4Cl), [BH4-].[Na+] (sodium borohydride). RXN SMILES: [O:1]1[CH2:6][CH2:5][CH2:4][O:3][CH:2]1[C:7]1[CH:12]=[CH:11][C:10]([C:13]2[S:14][C:15]3[C:20]([N:21]=2)=[CH:19][CH:18]=[C:17]([C:22]([C:24]2[CH:29]=[CH:28][CH:27]=[CH:26][CH:25]=2)=[O:23])[N:16]=3)=[C:9]([F:30])[CH:8]=1.[BH4-].[Na+].[NH4+].[Cl-]>CO.C1COCC1>[O:3]1[CH2:4][CH2:5][CH2:6][O:1][CH:2]1[C:7]1[CH:12]=[CH:11][C:10]([C:13]2[S:14][C:15]3[C:20]([N:21]=2)=[CH:19][CH:18]=[C:17]([CH:22]([C:24]2[CH:25]=[CH:26][CH:27]=[CH:28][CH:29]=2)[OH:23])[N:16]=3)=[C:9]([F:30])[CH:8]=1 |f:1.2,3.4|. The reactants are C(C)(C)O (isopropanol), ClC=1C=C(C=CC(C)=O)C=CC1 (3-chlorobenzylideneacetone), C(C)OC(CC(N)=N)=O (amidinoacetic acid ethyl ester). Solvent: C(C)O (ethanol). The product is C(C)OC(=O)C1=C(NC(=CC1C1=CC(=CC=C1)Cl)C)N (2-amino-6-methyl-4-(3-chlorophenyl)-1,4-dihydropyridine-3-carboxylic acid ethyl ester). Yield: 56.0%. As a reaction SMILES: [Cl:1][C:2]1[CH:3]=[C:4]([CH:10]=[CH:11][CH:12]=1)[CH:5]=[CH:6][C:7](=O)[CH3:8].[CH2:13]([O:15][C:16](=[O:21])[CH2:17][C:18](=[NH:20])[NH2:19])[CH3:14].C(O)(C)C>C(O)C>[CH2:13]([O:15][C:16]([C:17]1[CH:5]([C:4]2[CH:10]=[CH:11][CH:12]=[C:2]([Cl:1])[CH:3]=2)[CH:6]=[C:7]([CH3:8])[NH:20][C:18]=1[NH2:19])=[O:21])[CH3:14]. Procedure details: After heating a solution of 18.1 g of 3-chlorobenzylideneacetone and 13.0 g of amidinoacetic acid ethyl ester in 150 ml of ethanol for 3 hours, 2-amino-6-methyl-4-(3-chlorophenyl)-1,4-dihydropyridine-3-carboxylic acid ethyl ester of melting point 140°C (isopropanol) is obtained. Yield: 56 percent of theory. The reactants are Cl.NO (Hydroxylamine hydrochloride), Cl (HCl), [OH-].[K+] (potassium hydroxide), COC(CCC1=CN=C(S1)C(CC(C)C)NC(CC1=CC=C(C=C1)NC(=O)NC1=C(C=CC=C1)C)=O)=O (3-[2-(3-methyl-1-{2-[4-(3-o-tolyl-ureido)-phenyl]-acetylamino}-butyl)-thiazol-5-yl]-propionic acid methyl ester). The solvent is CO (methanol), CO (methanol). Run at temperature 90 celsius. Yields the product ONC(CCC1=CN=C(S1)C(CC(C)C)NC(CC1=CC=C(C=C1)NC(=O)NC1=C(C=CC=C1)C)=O)=O (N-Hydroxy-3-[2-(3-methyl-1-{2-[4-(3-o-tolyl-ureido)-phenyl]-acetylamino}-butyl)-thiazol-5-yl]-propionamide). The yield is 21.8%. RXN SMILES: Cl.[NH2:2][OH:3].[OH-].[K+].CO[C:8](=[O:42])[CH2:9][CH2:10][C:11]1[S:15][C:14]([CH:16]([NH:21][C:22](=[O:41])[CH2:23][C:24]2[CH:29]=[CH:28][C:27]([NH:30][C:31]([NH:33][C:34]3[CH:39]=[CH:38][CH:37]=[CH:36][C:35]=3[CH3:40])=[O:32])=[CH:26][CH:25]=2)[CH2:17][CH:18]([CH3:20])[CH3:19])=[N:13][CH:12]=1.Cl>CO>[OH:3][NH:2][C:8](=[O:42])[CH2:9][CH2:10][C:11]1[S:15][C:14]([CH:16]([NH:21][C:22](=[O:41])[CH2:23][C:24]2[CH:25]=[CH:26][C:27]([NH:30][C:31]([NH:33][C:34]3[CH:39]=[CH:38][CH:37]=[CH:36][C:35]=3[CH3:40])=[O:32])=[CH:28][CH:29]=2)[CH2:17][CH:18]([CH3:19])[CH3:20])=[N:13][CH:12]=1 |f:0.1,2.3|. Procedure details: Hydroxylamine hydrochloride (6.96 g) was suspended in methanol (35 mL) and heated to 90° C. This solution was added to potassium hydroxide (8.34 g) dissolved in methanol (21mL) After 15 minutes of stirring, the solution was filtered and 3-[2-(3-methyl-1-{2-[4-(3-o-tolyl-ureido)-phenyl]-acetylamino}-butyl)-thiazol-5-yl]-propionic acid methyl ester (0.80 g, 1.53 mmol) was added. The reaction was stirred at room temperature for 15 minutes, 1N HCl (50 mL) was added, and the methanol was removed in v...